Task: describe an organic reaction: reactants, conditions, products, and yield. Dataset: the Open Reaction Database (ORD), a public repository of structured organic reaction records Starting materials: C(C)OC(C(C(=O)OCC)C1=CC=C(C=C1)C)=O (diethyl(4-methylphenyl)malonate), Cl.C(CCC)(=N)N (butyramidine hydrochloride), C[O-].[Na+] (sodium methoxide). The solvent is CO (methanol). Reaction conditions: time 8 hour. The product is CC1=CC=C(C=C1)C=1C(=NC(=NC1O)CCC)O (5-(4-methylphenyl)-4,6-dihydroxy-2-n-propylpyrimidine). Yield: 56.1%. As a reaction SMILES: C(O[C:4](=[O:18])[CH:5]([C:11]1[CH:16]=[CH:15][C:14]([CH3:17])=[CH:13][CH:12]=1)[C:6]([O:8]CC)=O)C.Cl.[C:20]([NH2:25])(=[NH:24])[CH2:21][CH2:22][CH3:23].C[O-].[Na+]>CO>[CH3:17][C:14]1[CH:13]=[CH:12][C:11]([C:5]2[C:4]([OH:18])=[N:24][C:20]([CH2:21][CH2:22][CH3:23])=[N:25][C:6]=2[OH:8])=[CH:16][CH:15]=1 |f:1.2,3.4|. Procedure details: To a solution of diethyl(4-methylphenyl)malonate (9.45 g) and butyramidine hydrochloride (5.00 g) in methanol (25 ml) is added 28% sodium methoxide (19.67 g) under ice-cooling, and the mixture is stirred at room temperature overnight. After the reaction is complete, the reaction solution is concentrated to the half volume thereof, and the resultant is diluted with water. The mixture is acidified with 10% hydrochloric acid, and the precipitated crystals are collected by filtration, washed, and dr...